Dataset: the Open Reaction Database (ORD), a public repository of structured organic reaction records. Task: describe an organic reaction: reactants, conditions, products, and yield Starting materials: CCOc1c(OCC)c2c(c([N+](=O)[O-])c1OCC)C(=O)OC2C1c2c(cc(OC)c(OC)c2OC)CCN1C, CCO, [H][H]. Yields the product CCOc1c(N)c2c(c(OCC)c1OCC)C(C1c3c(cc(OC)c(OC)c3OC)CCN1C)OC2=O. Reaction SMILES: [CH3:1][N:2]1[CH:3]([CH:18]2[O:19][C:20](=[O:21])[c:22]3[c:23]([N+:37]([O-:38])=[O:39])[c:24]([O:34][CH2:35][CH3:36])[c:25]([O:31][CH2:32][CH3:33])[c:26]([O:28][CH2:29][CH3:30])[c:27]32)[c:4]2[c:5]([O:16][CH3:17])[c:6]([O:14][CH3:15])[c:7]([O:12][CH3:13])[cH:8][c:9]2[CH2:10][CH2:11]1.[CH3:42][CH2:43][OH:44].[H:40][H:41]>>[CH3:1][N:2]1[CH:3]([CH:18]2[O:19][C:20](=[O:21])[c:22]3[c:23]([NH2:37])[c:24]([O:34][CH2:35][CH3:36])[c:25]([O:31][CH2:32][CH3:33])[c:26]([O:28][CH2:29][CH3:30])[c:27]32)[c:4]2[c:5]([O:16][CH3:17])[c:6]([O:14][CH3:15])[c:7]([O:12][CH3:13])[cH:8][c:9]2[CH2:10][CH2:11]1. Starting materials: ClC1=C(C=C(C=C1)C1=NC(=NO1)C=1OC=CC1)N (5-(4-chloro-3-aminophenyl)-3-(2-furyl)-1,2,4-oxadiazole), C(=S)(Cl)Cl (thiophosgene). Run in O1CCCC1 (tetrahydrofuran), C(C)N(CC)CC (triethylamine). Run at time 4 hour. The product is ClC1=C(C=C(C=C1)C1=NC(=NO1)C=1OC=CC1)N=C=S (5-(4-Chloro-3-isothiocyanophenyl)-3-(2-furyl)-1,2,4-oxadiazole). Isolated yield 27.0%. RXN SMILES: [Cl:1][C:2]1[CH:7]=[CH:6][C:5]([C:8]2[O:12][N:11]=[C:10]([C:13]3[O:14][CH:15]=[CH:16][CH:17]=3)[N:9]=2)=[CH:4][C:3]=1[NH2:18].[C:19](Cl)(Cl)=[S:20]>O1CCCC1.C(N(CC)CC)C>[Cl:1][C:2]1[CH:7]=[CH:6][C:5]([C:8]2[O:12][N:11]=[C:10]([C:13]3[O:14][CH:15]=[CH:16][CH:17]=3)[N:9]=2)=[CH:4][C:3]=1[N:18]=[C:19]=[S:20]. Procedure: To a solution of 4.8 g of 5-(4-chloro-3-aminophenyl)-3-(2-furyl)-1,2,4-oxadiazole in 400 ml of tetrahydrofuran, 5 ml of triethylamine and 2.1 g of thiophosgene are added. After stirring at room temperature for 4 hours, the reaction mixture is filtered and evaporated to dryness in vacuo. The residue is crystallized from petroleum ether to yield 1.5 g (27%) of the title product, m.p. 131°-132°. Starting materials: C(CCO)O (1,3-propanediol), COCC=O (methoxyacetaldehyde), C1CCCCC1 (cyclohexane), ion. The solvent is O (water). Product: COCC1OCCCO1 (2-methoxymethyl-1,3-dioxane). Yield: 89.0%. As a reaction SMILES: [CH2:1]([OH:5])[CH2:2][CH2:3][OH:4].[CH3:6][O:7][CH2:8][CH:9]=O.C1CCCCC1>O>[CH3:6][O:7][CH2:8][CH:9]1[O:5][CH2:1][CH2:2][CH2:3][O:4]1. Reported procedure: A mixture of 380 g (5 moles) of 1,3-propanediol, 479 g (5.5 moles) of 85% strength methoxyacetaldehyde and 250 ml of cyclohexane was heated with 5 g of the ion exchanger Lewasorb® AC 10 (Bayer Aktiengesellschaft) under a water separator until water no longer separated off. The ion exchanger was filtered off, the solvent was stripped off under reduced pressure and the residue was subjected to fractional distillation under reduced pressure. 587 g (89% yield) of 2-methoxymethyl-1,3-dioxane having a... Reactants: C(C1=CC=CC=C1)OC(=O)/C=C/C=1N(C=CC1)C=1C=C(C(=O)OC)C=CC1 (methyl 3-[2-((E)-2-benzyloxycarbonylethenyl)pyrrol-1-yl]benzoate). Reagents/catalysts: [Pd] (Palladium on carbon). The solvent is CO (methanol). Yields the product C(=O)(O)CCC=1N(C=CC1)C=1C=C(C(=O)OC)C=CC1 (methyl 3-[2-(2-carboxyethyl)pyrrol-1-yl]benzoate). The yield is 54.0%. As a reaction SMILES: C([O:8][C:9](/[CH:11]=[CH:12]/[C:13]1[N:14]([C:18]2[CH:19]=[C:20]([CH:25]=[CH:26][CH:27]=2)[C:21]([O:23][CH3:24])=[O:22])[CH:15]=[CH:16][CH:17]=1)=[O:10])C1C=CC=CC=1>[Pd].CO>[C:9]([CH2:11][CH2:12][C:13]1[N:14]([C:18]2[CH:19]=[C:20]([CH:25]=[CH:26][CH:27]=2)[C:21]([O:23][CH3:24])=[O:22])[CH:15]=[CH:16][CH:17]=1)([OH:10])=[O:8]. Procedure: 10% Palladium on carbon (0.25 g) was added to the solution of methyl 3-[2-((E)-2-benzyloxycarbonylethenyl)pyrrol-1-yl]benzoate (2.5 g) in methanol (50 ml) and the mixture was subjected to catalytic reduction at the ambient temperature under atmospheric pressure. The catalyst was removed by filtration and the filtrate was evaporated in vacuo. The residue was triturated with diisopropyl ether to give methyl 3-[2-(2-carboxyethyl)pyrrol-1-yl]benzoate (1.02 g). The reactants are [N+](=O)([O-])C1=CC=C(C=C1)C(C(=O)OC1(CCCCC1)C)C (1-methylcyclohexyl 2-(p-nitrophenyl)propionate), [N+](=O)([O-])C1=CC=C(C=C1)C(C(=O)O)C (2-(p-nitrophenyl)propionic acid), C1C2CC3CC1CC(C2)(C3)O (1-adamantol). Product: [N+](=O)([O-])C1=CC=C(C=C1)C(C(=O)OC12CC3CC(CC(C1)C3)C2)C (1-adamantyl 2-(p-nitrophenyl)propionate). Isolated yield 92.0%. As a reaction SMILES: [N+:1]([C:4]1[CH:9]=[CH:8][C:7]([CH:10]([CH3:21])[C:11]([O:13][C:14]2([CH3:20])[CH2:19][CH2:18][CH2:17][CH2:16][CH2:15]2)=[O:12])=[CH:6][CH:5]=1)([O-:3])=[O:2].[N+]([C:25]1[CH:30]=CC(C(C)C(O)=O)=C[CH:26]=1)([O-])=O.C1C2CC3(O)CC(C2)CC1C3>>[N+:1]([C:4]1[CH:5]=[CH:6][C:7]([CH:10]([CH3:21])[C:11]([O:13][C:14]23[CH2:20][CH:25]4[CH2:30][CH:18]([CH2:17][CH:16]([CH2:26]4)[CH2:15]2)[CH2:19]3)=[O:12])=[CH:8][CH:9]=1)([O-:3])=[O:2]. Procedure: Using a method similar to that used in the preparation of 1-methylcyclohexyl 2-(p-nitrophenyl)propionate, 14.6 g of 2-(p-nitrophenyl)propionic acid, but using 1-adamantol instead of 1-methylcyclohexanol, were reacted to obtain 22.74 g (92% yield) of 1-adamantyl 2-(p-nitrophenyl)propionate as a light yellow viscous liquid. Reactants: CCOC(C)=O, Cc1ccc(C2c3c(C)c(N)c(C)c(C)c3OC2(C)C)cc1, CCCCCC, O=C(Cl)c1ccc(F)cc1. Product: Cc1ccc(C2c3c(C)c(NC(=O)c4ccc(F)cc4)c(C)c(C)c3OC2(C)C)cc1. RXN SMILES: [C:39]([O:40][CH2:41][CH3:42])(=[O:43])[CH3:44].[CH3:1][C:2]1([CH3:22])[O:3][c:4]2[c:5]([c:14]([CH3:21])[c:15]([NH2:20])[c:16]([CH3:19])[c:17]2[CH3:18])[CH:6]1[c:7]1[cH:8][cH:9][c:10]([CH3:13])[cH:11][cH:12]1.[CH3:33][CH2:34][CH2:35][CH2:36][CH2:37][CH3:38].[F:23][c:24]1[cH:25][cH:26][c:27]([C:28](=[O:29])[Cl:30])[cH:31][cH:32]1>>[CH3:1][C:2]1([CH3:22])[O:3][c:4]2[c:5]([c:14]([CH3:21])[c:15]([NH:20][C:28]([c:27]3[cH:26][cH:25][c:24]([F:23])[cH:32][cH:31]3)=[O:29])[c:16]([CH3:19])[c:17]2[CH3:18])[CH:6]1[c:7]1[cH:8][cH:9][c:10]([CH3:13])[cH:11][cH:12]1. Starting materials: C(CCC)N1C(NC(C=2N(C=NC12)CCCC)=O)=O (3,7-dibutyl-xanthine), ClCP(C)(C)=O (chloromethyldimethylphosphine oxide). Product: C(CCC)N1C(N(C(C=2N(C=NC12)CCCC)=O)CP(C)(C)=O)=O ([1-(3,7-Dibutylxanthin-1-yl)methyl]dimethylphosphine Oxide). Reaction SMILES: [CH2:1]([N:5]1[C:13]2[N:12]=[CH:11][N:10]([CH2:14][CH2:15][CH2:16][CH3:17])[C:9]=2[C:8](=[O:18])[NH:7][C:6]1=[O:19])[CH2:2][CH2:3][CH3:4].Cl[CH2:21][P:22](=[O:25])([CH3:24])[CH3:23]>>[CH2:1]([N:5]1[C:13]2[N:12]=[CH:11][N:10]([CH2:14][CH2:15][CH2:16][CH3:17])[C:9]=2[C:8](=[O:18])[N:7]([CH2:21][P:22](=[O:25])([CH3:24])[CH3:23])[C:6]1=[O:19])[CH2:2][CH2:3][CH3:4]. Procedure: The title substance was prepared from 5 g (0.0189 mol) of 3,7-dibutyl-xanthine and 2.9 g (0.0227 mol) of chloromethyldimethylphosphine oxide analogously to Example 67. Starting materials: CN(C)C1CCCN(C(=O)OC(C)(C)C)C1, ClCCl, Cl, C1COCCO1. Product: CN(C)C1CCCNC1. As a reaction SMILES: [CH3:1][N:2]([CH:3]1[CH2:4][N:5]([C:9]([O:10][C:11]([CH3:12])([CH3:13])[CH3:14])=[O:15])[CH2:6][CH2:7][CH2:8]1)[CH3:16].[Cl:17][CH2:18][Cl:19].[ClH:20].[O:21]1[CH2:22][CH2:23][O:24][CH2:25][CH2:26]1>>[CH3:1][N:2]([CH:3]1[CH2:4][NH:5][CH2:6][CH2:7][CH2:8]1)[CH3:16]. Starting materials: ClN1C(CCC1=O)=O (N-chlorosuccinimide), NC1=C(C=CC=2C(NOC21)C)F (7-amino-6-fluoro-3-methyl-1,2(2H)-benzisoxazole), [Cl-].[Li+] (lithium chloride). The solvent is CN(C)C=O (DMF), CN(C)C=O (DMF). Conditions: time 18 hour. Yields the product NC1=C(C=C(C=2C(NOC21)C)Cl)F (7-amino-4-chloro-6-fluoro-3-methyl-1,2(2H)-benzisoxazole). The yield is 64.2%. As a reaction SMILES: [NH2:1][C:2]1[C:10]2[O:9][NH:8][CH:7]([CH3:11])[C:6]=2[CH:5]=[CH:4][C:3]=1[F:12].[Cl:13]N1C(=O)CCC1=O.[Cl-].[Li+]>CN(C=O)C>[NH2:1][C:2]1[C:10]2[O:9][NH:8][CH:7]([CH3:11])[C:6]=2[C:5]([Cl:13])=[CH:4][C:3]=1[F:12] |f:2.3|. Reported procedure: A solution of 7-amino-6-fluoro-3-methyl-1,2(2H)-benzisoxazole (3.5 g, 0.021 mole) in DMF (50 mL) was stirred, and a solution of N-chlorosuccinimide (2.8 g, 0.02 mole) in a minimum amount of DMF was added dropwise. Upon completion of addition, the reaction mixture was stirred for about 18 hours. After this time, the reaction mixture was poured into aqueous 10% lithium chloride and then thoroughly extracted with ether. The combined extracts were washed with aqueous 10% lithium chloride, dried with...